describe an organic reaction: reactants, conditions, products, and yield From a dataset of the Open Reaction Database (ORD), a public repository of structured organic reaction records. Starting materials: CC1(OC(C(CC=O)OC(C)OCC)C(C=C)O1)C (4,5-(dimethylmethylenedioxy)-3-(1-ethoxyethoxy)-6-heptenal), Cl.NO (hydroxylamine hydrochloride). Run in N1=CC=CC=C1 (pyridine), CCOCC (ether). Conditions: time 4 hour. The product is CC1(OC(C(CC=NO)OC(C)OCC)C(C=C)O1)C (4,5-(dimethylmethylenedioxy)-3-(1-ethoxyethoxy)-6-heptenal oxime). Reaction SMILES: [CH3:1][C:2]1([CH3:19])[O:18][CH:15]([CH:16]=[CH2:17])[CH:4]([CH:5]([O:9][CH:10]([O:12][CH2:13][CH3:14])[CH3:11])[CH2:6][CH:7]=O)[O:3]1.Cl.[NH2:21][OH:22]>N1C=CC=CC=1.CCOCC>[CH3:1][C:2]1([CH3:19])[O:18][CH:15]([CH:16]=[CH2:17])[CH:4]([CH:5]([O:9][CH:10]([O:12][CH2:13][CH3:14])[CH3:11])[CH2:6][CH:7]=[N:21][OH:22])[O:3]1 |f:1.2|. Procedure details: The obtained 4,5-(dimethylmethylenedioxy)-3-(1-ethoxyethoxy)-6-heptenal was dissolved in 2 ml of pyridine under a nitrogen atmosphere, and 442 mg of hydroxylamine hydrochloride was added at 0° C. The mixture was stirred at room temperature for 4 hours, and the obtained reaction mixture was diluted with ether. The diluted reaction mixture was washed with a saturated sodium chloride aqueous solution, dried over anhydrous magnesium sulfate, and then concentrated under reduced pressure to afford 1.0... The reactants are O=C([O-])O, CN(C)C=O, [Na+], O, O=P(Cl)(Cl)OCl, COC(=O)c1cccc2[nH]ccc12. Product: COC(=O)c1cccc2[nH]cc(C=O)c12. RXN SMILES: [C:20]([O-:21])(=[O:22])[OH:23].[CH3:25][N:26]([CH3:27])[CH:28]=[O:29].[Na+:24].[OH2:30].[P:1]([Cl:2])([Cl:3])([O:4][Cl:5])=[O:6].[nH:7]1[cH:8][cH:9][c:10]2[c:11]([C:16](=[O:17])[O:18][CH3:19])[cH:12][cH:13][cH:14][c:15]12>>[nH:7]1[cH:8][c:9]([CH:20]=[O:21])[c:10]2[c:11]([C:16](=[O:17])[O:18][CH3:19])[cH:12][cH:13][cH:14][c:15]12. Reactants: CCCBr, CCOC(=O)c1c[nH]c(=O)cc1Nc1ccc(I)cc1F, [H-], [Na+], CN(C)C=O. Yields the product CCCn1cc(C(=O)OCC)c(Nc2ccc(I)cc2F)cc1=O. As a reaction SMILES: [Br:24][CH2:25][CH2:26][CH3:27].[F:1][c:2]1[c:3]([NH:4][c:5]2[c:6]([C:12](=[O:13])[O:14][CH2:15][CH3:16])[cH:7][nH:8][c:9](=[O:11])[cH:10]2)[cH:17][cH:18][c:19]([I:21])[cH:20]1.[H-:23].[Na+:22].[O:28]=[CH:29][N:30]([CH3:31])[CH3:32]>>[F:1][c:2]1[c:3]([NH:4][c:5]2[c:6]([C:12](=[O:13])[O:14][CH2:15][CH3:16])[cH:7][n:8]([CH2:25][CH2:26][CH3:27])[c:9](=[O:11])[cH:10]2)[cH:17][cH:18][c:19]([I:21])[cH:20]1. Reactants: C(C)(=O)O (acetic acid), OC1=C(C=C(C2=CC=CC=C12)[N+](=O)[O-])C(=O)NCCCOC1=C(C=C(C=C1)C(C)(C)CC)C(C)(C)CC (1-hydroxy-4-nitro-N-[γ-(2,4-di-tert-amylphenoxy)propyl]-2-naphthamide). The reagents and catalysts are [Fe] (iron). Run in O (water). Product: C1=C(C=CC2=CC=CC=C12)C(=O)N (2-naphthamide). Reaction SMILES: C(O)(=O)C.O[C:6]1[C:15]2[C:10](=[CH:11][CH:12]=[CH:13][CH:14]=2)[C:9]([N+]([O-])=O)=[CH:8][C:7]=1[C:19]([NH:21]CCCOC1C=CC(C(CC)(C)C)=CC=1C(CC)(C)C)=[O:20]>[Fe].O>[CH:6]1[C:15]2[C:10](=[CH:11][CH:12]=[CH:13][CH:14]=2)[CH:9]=[CH:8][C:7]=1[C:19]([NH2:21])=[O:20]. Procedure: In 500 ml of a 90% acetic acid aqueous solution, 50 g of 1-hydroxy-4-nitro-N-[γ-(2,4-di-tert-amylphenoxy)propyl]-2-naphthamide was reduced with 50 g of iron as a reducing agent. The reaction mixture was added to water and then was extracted with ethyl acetate. After evaporating off the ethyl acetate, the crystals were recrystallized from ligroin to provide 40 g of 1-hydroxy-4-amino-N-[γ-2,4-di-tert-amylphenoxy)propyl]-2-naphthamide having a melting point of 132° to 133° C. Reactants: C(C)(C)(C)OC(=O)N[C@@H]([C@@H](C)C1CCC(CC1)NC(OCC1=CC=CC=C1)=O)C(=O)N1C[C@H](CC1)F (Benzyl (4-{(1S,2S)-2-[(tert-butoxycarbonyl)amino]-3-[(3S)-3-fluoropyrrolidin-1-yl]-1-methyl-3-oxopropyl}cyclohexyl)carbamate), [H][H] (hydrogen). The reagents and catalysts are [Pd] (palladium on carbon). Run in CO (methanol). The product is C(C)(C)(C)OC(N[C@@H]([C@@H](C)C1CCC(CC1)N)C(=O)N1C[C@H](CC1)F)=O (tert-Butyl((1S,2S)-2-(4-aminocyclohexyl)-1-{[(3S)-3-fluoropyrrolidin-1-yl]carbonyl}propyl)carbamate). RXN SMILES: [C:1]([O:5][C:6]([NH:8][C@H:9]([C:29]([N:31]1[CH2:35][CH2:34][C@H:33]([F:36])[CH2:32]1)=[O:30])[C@H:10]([CH:12]1[CH2:17][CH2:16][CH:15]([NH:18]C(=O)OCC2C=CC=CC=2)[CH2:14][CH2:13]1)[CH3:11])=[O:7])([CH3:4])([CH3:3])[CH3:2].[H][H]>CO.[Pd]>[C:1]([O:5][C:6](=[O:7])[NH:8][C@H:9]([C:29]([N:31]1[CH2:35][CH2:34][C@H:33]([F:36])[CH2:32]1)=[O:30])[C@H:10]([CH:12]1[CH2:17][CH2:16][CH:15]([NH2:18])[CH2:14][CH2:13]1)[CH3:11])([CH3:2])([CH3:3])[CH3:4]. Procedure: To a solution of the slower eluting diastereomer of the material prepared in Step A (0.60 g, 1.2 mmol) in methanol (100 mL) was added 10% palladium on carbon (0.20 g). The mixture was placed under 3 atm of hydrogen gas for 3 h, then filtered through Celite. The solution was then concentrated in vacuo, affording the title compound as a clear oil. LC/MS 372.3 (M+H). Reactants: CC(C)=CCCC(C)=CCO, ClCCl, c1cc(N2CCCC2)ccn1, CCCCCC(=O)CCC(=O)O. Yields the product CCCCCC(=O)CCC(=O)OCC=C(C)CCC=C(C)C. RXN SMILES: [CH3:13][C:14]([CH3:15])=[CH:16][CH2:17][CH2:18][C:19]([CH3:20])=[CH:21][CH2:22][OH:23].[Cl:35][CH2:36][Cl:37].[N:24]1([c:25]2[cH:26][cH:27][n:28][cH:29][cH:30]2)[CH2:31][CH2:32][CH2:33][CH2:34]1.[O:1]=[C:2]([CH2:3][CH2:4][C:5](=[O:6])[OH:7])[CH2:8][CH2:9][CH2:10][CH2:11][CH3:12]>>[O:1]=[C:2]([CH2:3][CH2:4][C:5]([O:6][CH2:22][CH:21]=[C:19]([CH2:18][CH2:17][CH:16]=[C:14]([CH3:13])[CH3:15])[CH3:20])=[O:7])[CH2:8][CH2:9][CH2:10][CH2:11][CH3:12]. Starting materials: C#CCN=C1CCc2c1n(C)c1ccc(O)cc21, CN=C=O, ClCCl, C1CCC2=NCCCN2CC1. Yields the product C#CCN=C1CCc2c1n(C)c1ccc(OC(=O)NC)cc21. As a reaction SMILES: [CH3:1][n:2]1[c:3]2[c:4]([c:5]3[cH:6][c:7]([OH:11])[cH:8][cH:9][c:10]13)[CH2:12][CH2:13][C:14]2=[N:15][CH2:16][C:17]#[CH:18].[CH3:30][N:31]=[C:32]=[O:33].[Cl:34][CH2:35][Cl:36].[N:19]12[CH2:20][CH2:21][CH2:22][N:23]=[C:24]1[CH2:25][CH2:26][CH2:27][CH2:28][CH2:29]2>>[CH3:1][n:2]1[c:3]2[c:4]([c:5]3[cH:6][c:7]([O:11][C:32]([NH:31][CH3:30])=[O:33])[cH:8][cH:9][c:10]13)[CH2:12][CH2:13][C:14]2=[N:15][CH2:16][C:17]#[CH:18]. The reactants are Fc1ncccc1Br, Cc1ccccc1, C1CCC(P(C2CCCCC2)C2CCCCC2)CC1, OB(O)C1CC1, [K+], [K+], [K+], CC(=O)[O-], CC(=O)[O-], O, O=P([O-])([O-])[O-], [Pd+2]. Product: Fc1ncccc1C1CC1. RXN SMILES: [Br:1][c:2]1[c:3]([F:8])[n:4][cH:5][cH:6][cH:7]1.[CH3:52][c:53]1[cH:54][cH:55][cH:56][cH:57][cH:58]1.[CH:23]1([P:24]([CH:25]2[CH2:26][CH2:27][CH2:28][CH2:29][CH2:30]2)[CH:31]2[CH2:32][CH2:33][CH2:34][CH2:35][CH2:36]2)[CH2:37][CH2:38][CH2:39][CH2:40][CH2:41]1.[CH:9]1([B:12]([OH:13])[OH:14])[CH2:10][CH2:11]1.[K+:20].[K+:21].[K+:22].[O-:43][C:44]([CH3:45])=[O:46].[O-:47][C:48]([CH3:49])=[O:50].[OH2:51].[P:15]([O-:16])([O-:17])([O-:18])=[O:19].[Pd+2:42]>>[c:2]1([CH:9]2[CH2:10][CH2:11]2)[c:3]([F:8])[n:4][cH:5][cH:6][cH:7]1. The reactants are C1(=CC=CC=C1)C=1NC=C(N1)C(=O)OC (Methyl 2-phenyl-1H-imidazole-4-carboxylate), C([O-])([O-])=O.[K+].[K+] (Potassium carbonate), IC (iodomethane). Solvent: CN(C=O)C (N,N-dimethyl formamide), C(C)(=O)OCC (ethyl acetate). Run at temperature 0 celsius, time 30 minute. Product: CN1C(=NC(=C1)C(=O)OC)C1=CC=CC=C1 (Methyl 1-methyl-2-phenyl-1H-imidazole-4-carboxylate). Isolated yield 59.6%. As a reaction SMILES: [C:1]1([C:7]2[NH:8][CH:9]=[C:10]([C:12]([O:14][CH3:15])=[O:13])[N:11]=2)[CH:6]=[CH:5][CH:4]=[CH:3][CH:2]=1.[C:16](=O)([O-])[O-].[K+].[K+].IC>CN(C)C=O.C(OCC)(=O)C>[CH3:16][N:8]1[CH:9]=[C:10]([C:12]([O:14][CH3:15])=[O:13])[N:11]=[C:7]1[C:1]1[CH:2]=[CH:3][CH:4]=[CH:5][CH:6]=1 |f:1.2.3|. Procedure: The compound prepared in Example 130 (0.204 g) was suspended in N,N-dimethyl formamide (4 mL) and cooled to 0° C. Potassium carbonate (0.279 g) was added and then iodomethane (0.069 mL). The reaction mixture was stirred at 0° C. for 30 minutes and then warmed to room temperature and stirred at room temperature for further 1 hour. The reaction mixture was diluted with ethyl acetate and washed sequentially with sodium bicarbonate aqueous solution and brine. The organics were dried over magnesium s... Starting materials: C(CCC)NC([C@@H](C[C@H]1[C@@H](N(C(O1)(C)C)C(=O)OC(C)(C)C)CC(CC(=O)O)(C)C)C)=O (3-[N-tert-butoxycarbonyl-4(S)-(3-carboxy-2,2-dimethylpropyl)-2,2-dimethyl-1,3-oxazolidin-5(S)-yl]-2(R)-methyl-propionic acid (N-butyl)amide), ( VI ), C(CCC)NC([C@@H](C[C@@H]([C@H](CC(CC(=O)N1CC(CC2=CC=CC=C12)COCC=C)(C)C)NC(=O)OC(C)(C)C)O)C)=O (5(S)-tert-butoxycarbonylamino-4(S)-hydroxy-2(R),7,7-trimethyl-8-[3(R,S)-allyloxymethyl-1,2,3,4-tetrahydroquinolin-1-ylcarbonyl]-octanoic acid (N-butyl)amide), ( VI ), C(CCC)NC([C@@H](C[C@@H]([C@H](CC(CC(=O)N1CC(OC2=C1C=CC=C2)C=NOC)(C)C)NC(=O)OC(C)(C)C)O)C)=O (5(S)-tert-butoxycarbonylamino-4(S)-hydroxy-2(R),7,7-trimethyl-8-[2(R,S)-methoxyiminomethyl-3,4-dihydro-2H-1,4-benzoxazin-4-ylcarbonyl]-octanoic acid (N-butyl)amide), COCCC1CNC2=CC=CC=C2C1 (3(R,S)-methoxyethyl-1,2,3,4-tetrahydroquinoline), (4O,5N-isopropylidene)-5(S)-tert-butoxycarbonylamino-4(S)-hydroxy-2(R),7,7-trimethyl-8-[3(R,S)-methoxyethyl-1,2,3,4-tetrahydroquinolin-1-ylcarbonyl]-octanoic acid (N-butyl)amide, C(CCC)NC([C@@H](C[C@@H]([C@H](CC(CC(=O)N1CC(CC2=CC=CC=C12)CCOC)(C)C)NC(=O)OC(C)(C)C)O)C)=O (5(S)-tert-butoxycarbonylamino-4(S)-hydroxy-2(R),7,7-trimethyl-8-[3(R,S)-methoxyethyl-1,2,3,4-tetrahydroquinolin-1-ylcarbonyl]-octanoic acid (N-butyl)amide). Product: C(CCC)NC([C@@H](C[C@@H]([C@H](CC(CC(=O)N1CC(CC2=CC=CC=C12)CCOC)(C)C)N)O)C)=O (5(S)-Amino-4(S)-hydroxy-2(R),7,7-trimethyl-8-[3(R,S)-methoxyethyl-1,2,3,4-tetrahydroquinolin-1-ylcarbonyl]-octanoic acid (N-butyl)amide). As a reaction SMILES: C(NC(=O)[C@H](C)C[C@@H]1OC(C)(C)N(C(OC(C)(C)C)=O)[C@H]1CC(C)(C)CC(O)=O)CCC.COCCC1CC2C(=CC=CC=2)NC1.C(NC(=O)[C@H](C)C[C@H](O)[C@@H](NC(OC(C)(C)C)=O)CC(C)(C)CC(N1C2C(=CC=CC=2)CC(COCC=C)C1)=O)CCC.[CH2:90]([NH:94][C:95](=[O:131])[C@H:96]([CH3:130])[CH2:97][C@H:98]([OH:129])[C@@H:99]([NH:121]C(OC(C)(C)C)=O)[CH2:100][C:101]([CH3:120])([CH3:119])[CH2:102][C:103]([N:105]1[C:114]2[C:109](=[CH:110][CH:111]=[CH:112][CH:113]=2)[CH2:108][CH:107]([CH2:115][CH2:116][O:117][CH3:118])[CH2:106]1)=[O:104])[CH2:91][CH2:92][CH3:93].C(NC(=O)[C@H](C)C[C@H](O)[C@@H](NC(OC(C)(C)C)=O)CC(C)(C)CC(N1C2C=CC=CC=2OC(C=NOC)C1)=O)CCC>>[CH2:90]([NH:94][C:95](=[O:131])[C@H:96]([CH3:130])[CH2:97][C@H:98]([OH:129])[C@@H:99]([NH2:121])[CH2:100][C:101]([CH3:119])([CH3:120])[CH2:102][C:103]([N:105]1[C:114]2[C:109](=[CH:110][CH:111]=[CH:112][CH:113]=2)[CH2:108][CH:107]([CH2:115][CH2:116][O:117][CH3:118])[CH2:106]1)=[O:104])[CH2:91][CH2:92][CH3:93]. Reported procedure: Starting from 230 mg of 3-[N-tert-butoxycarbonyl-4(S)-(3-carboxy-2,2-dimethylpropyl)-2,2-dimethyl-1,3-oxazolidin-5(S)-yl]-2(R)-methyl-propionic acid (N-butyl)amide and 287 mg of 3(R,S)-methoxyethyl-1,2,3,4-tetrahydroquinoline via (4O,5N-isopropylidene)-5(S)-tert-butoxycarbonylamino-4(S)-hydroxy-2(R),7,7-trimethyl-8-[3(R,S)-methoxyethyl-1,2,3,4-tetrahydroquinolin-1-ylcarbonyl]-octanoic acid (N-butyl)amide (analogously to Example 1a); Rf (A)=0.17; Rt (VI)=35.8 min) and 5(S)-tert-butoxycarbonylamin...